The task is: describe an organic reaction: reactants, conditions, products, and yield. This data is from the Open Reaction Database (ORD), a public repository of structured organic reaction records. The reactants are CS(=O)(=O)CC(=O)O, CCN=C=NCCCN(C)C, Cl, NCCc1nc(-c2ccc3ncnc(Nc4ccc(OCc5cccc(F)c5)c(Cl)c4)c3c2)cs1, CN(C)C=O. Product: CS(=O)(=O)CC(=O)NCCc1nc(-c2ccc3ncnc(Nc4ccc(OCc5cccc(F)c5)c(Cl)c4)c3c2)cs1. Reaction SMILES: [CH3:36][S:37](=[O:38])(=[O:39])[CH2:40][C:41](=[O:42])[OH:43].[CH3:45][N:46]([CH3:47])[CH2:48][CH2:49][CH2:50][N:51]=[C:52]=[N:53][CH2:54][CH3:55].[ClH:44].[F:1][c:2]1[cH:3][c:4]([CH2:5][O:6][c:7]2[c:8]([Cl:32])[cH:9][c:10]([NH:13][c:14]3[n:15][cH:16][n:17][c:18]4[cH:19][cH:20][c:21](-[c:24]5[n:25][c:26]([CH2:29][CH2:30][NH2:31])[s:27][cH:28]5)[cH:22][c:23]34)[cH:11][cH:12]2)[cH:33][cH:34][cH:35]1.[O:56]=[CH:57][N:58]([CH3:59])[CH3:60]>>[F:1][c:2]1[cH:3][c:4]([CH2:5][O:6][c:7]2[c:8]([Cl:32])[cH:9][c:10]([NH:13][c:14]3[n:15][cH:16][n:17][c:18]4[cH:19][cH:20][c:21](-[c:24]5[n:25][c:26]([CH2:29][CH2:30][NH:31][C:41]([CH2:40][S:37]([CH3:36])(=[O:38])=[O:39])=[O:42])[s:27][cH:28]5)[cH:22][c:23]34)[cH:11][cH:12]2)[cH:33][cH:34][cH:35]1. Starting materials: product, C(C)(=O)OC(CCCN(C#N)CCCCCC(C(=O)OC)(C)C)CCCCC (methyl 7-[N-(4-acetoxynonyl)cyanamido]-2,2-dimethylheptanoate), BrCCCCCC(C(=O)OCC)C (ethyl 7-bromo-2-methylheptanoate), CC(C(=O)OC)(CCCCCI)C (methyl 2,2-dimethyl-7-iodoheptanoate). Yields the product O[C@@H](C#CCN(C#N)CCCCCCC(=O)O)CCCCC (7-[N-(4-(R)-hydroxy-2-nonynyl)cyanamido]heptanoic acid), O[C@@H](C#CCN(C(=O)N)CCCCCCC(=O)O)CCCCC (7-[1-(4(R)-hydroxy-2-nonynyl)ureido]heptanoic acid). As a reaction SMILES: BrCCCCCC(C)C(OCC)=[O:9].CC(C)(CCCCCI)C(OC)=O.C([O:30][CH:31]([CH2:50][CH2:51][CH2:52][CH2:53][CH3:54])[CH2:32][CH2:33][CH2:34][N:35]([CH2:38][CH2:39][CH2:40][CH2:41][CH2:42][C:43](C)(C)[C:44]([O:46]C)=[O:45])[C:36]#[N:37])(=O)C>>[OH:30][C@H:31]([CH2:50][CH2:51][CH2:52][CH2:53][CH3:54])[C:32]#[C:33][CH2:34][N:35]([CH2:38][CH2:39][CH2:40][CH2:41][CH2:42][CH2:43][C:44]([OH:46])=[O:45])[C:36]#[N:37].[OH:30][C@H:31]([CH2:50][CH2:51][CH2:52][CH2:53][CH3:54])[C:32]#[C:33][CH2:34][N:35]([CH2:38][CH2:39][CH2:40][CH2:41][CH2:42][CH2:43][C:44]([OH:46])=[O:45])[C:36]([NH2:37])=[O:9]. Procedure: The synthesis of this compound is carried out as described in Example 7 except that, in Step A, the ethyl 7-bromo-2-methylheptanoate is replaced by an equimolar amount of methyl 2,2-dimethyl-7-iodoheptanoate. The product of Step A is thus methyl 7-[N-(4-acetoxynonyl)cyanamido]-2,2-dimethylheptanoate. The subsequent steps yield 7-[N-(4-hydroxynonyl)cyanamido]-2,2-dimethylheptanoic acid (B) and 7-[1-(4-hydroxynonyl)ureido]-2,2-dimethylheptanoic acid (C).